describe an organic reaction: reactants, conditions, products, and yield From a dataset of the Open Reaction Database (ORD), a public repository of structured organic reaction records. Starting materials: B, CCOCC, Cl, [Na], O, COC(=O)C(O)(C(F)(F)F)C(F)(F)F. Yields the product OCC(O)(C(F)(F)F)C(F)(F)F. Reaction SMILES: [BH3:1].[CH3:19][CH2:20][O:21][CH2:22][CH3:23].[ClH:18].[Na:2].[OH2:3].[OH:4][C:5]([C:6](=[O:7])[O:8][CH3:9])([C:10]([F:11])([F:12])[F:13])[C:14]([F:15])([F:16])[F:17]>>[OH:4][C:5]([CH2:6][OH:7])([C:10]([F:11])([F:12])[F:13])[C:14]([F:15])([F:16])[F:17].